Dataset: the Open Reaction Database (ORD), a public repository of structured organic reaction records. Task: describe an organic reaction: reactants, conditions, products, and yield Reactants: C(#N)C1=CC=C(OC[C@@H](CO)O)C=C1 ((2R)-3-(4 cyanophenoxy)propane-1,2-diol), CS(=O)(=O)Cl (methanesulfonyl chloride). Run in N1=CC=CC=C1 (pyridine). Reaction conditions: time 8 hour. Product: C(#N)C1=CC=C(OC[C@@H](COS(=O)(=O)C)O)C=C1 ((2S)-1-(4-cyanophenoxy)-3-methanesulfonyloxy propan-2-ol). Reaction SMILES: [C:1]([C:3]1[CH:14]=[CH:13][C:6]([O:7][CH2:8][C@H:9]([OH:12])[CH2:10][OH:11])=[CH:5][CH:4]=1)#[N:2].[CH3:15][S:16](Cl)(=[O:18])=[O:17]>N1C=CC=CC=1>[C:1]([C:3]1[CH:14]=[CH:13][C:6]([O:7][CH2:8][C@H:9]([OH:12])[CH2:10][O:11][S:16]([CH3:15])(=[O:18])=[O:17])=[CH:5][CH:4]=1)#[N:2]. Procedure details: 57.2 g of (2R)-3-(4 cyanophenoxy)propane-1,2-diol was dissolved in dry pyridine, (300 ml) and treated dropwise with methanesulfonyl chloride, (20.7 ml), at -10° C. The reaction mixture was kept at 5° C. overnight, evaporated at reduced pressure and poured on ice and 2 M hydrochloric acid. The solid precipitate was recrystallized three times from methanol to yield 12.3 g of the title compound, m.p. 119°-121° C., [α]D20 +9.7° (c 1.0, CH3OH). The reactants are CCOc1ccc(Oc2cccc(C=C3CCN(C(=O)OC(C)(C)C)CC3)c2)nc1, ClCCl, O=C(O)C(F)(F)F. Product: CCOc1ccc(Oc2cccc(C=C3CCNCC3)c2)nc1. As a reaction SMILES: [CH2:1]([CH3:2])[O:3][c:4]1[cH:5][cH:6][c:7]([O:10][c:11]2[cH:12][c:13]([CH:14]=[C:15]3[CH2:16][CH2:17][N:18]([C:21]([O:22][C:23]([CH3:24])([CH3:25])[CH3:26])=[O:27])[CH2:19][CH2:20]3)[cH:28][cH:29][cH:30]2)[n:8][cH:9]1.[Cl:38][CH2:39][Cl:40].[F:31][C:32]([F:33])([F:34])[C:35]([OH:36])=[O:37]>>[CH2:1]([CH3:2])[O:3][c:4]1[cH:5][cH:6][c:7]([O:10][c:11]2[cH:12][c:13]([CH:14]=[C:15]3[CH2:16][CH2:17][NH:18][CH2:19][CH2:20]3)[cH:28][cH:29][cH:30]2)[n:8][cH:9]1. Starting materials: B1(OB(OB(O1)C=C)C=C)C=C.C1=CC=NC=C1 (2,4,6-trivinylcyclotriboroxane-pyridine complex), [bis(diphenylphosphino)ferrocene]dichloropalladium, C([O-])([O-])=O.[K+].[K+] (potassium carbonate), O (water), FC(S(=O)(=O)OC1=C2CNC(C2=C(C=C1)C=1N(C2=CC=C(C=C2C1)CN1CCCCC1)C(=O)OC(C)(C)C)=O)(F)F (4-trifluoromethanesulfonyloxy-7-[1-(tert-butoxycarbonyl)-5-(piperidinomethyl)indol-2-yl]isoindolinone). Run in C(OC)COC (dimethoxyethane). Product: C(=C)C1=C2CNC(C2=C(C=C1)C=1N(C2=CC=C(C=C2C1)CN1CCCCC1)C(=O)OC(C)(C)C)=O (4-vinyl-7-[1-(tert-butoxycarbonyl)-5-(piperidinomethyl)indol-2-yl]isoindolinone). Yield: 67.0%. Reaction SMILES: FC(F)(F)S(O[C:7]1[CH:15]=[CH:14][C:13]([C:16]2[N:17]([C:32]([O:34][C:35]([CH3:38])([CH3:37])[CH3:36])=[O:33])[C:18]3[C:23]([CH:24]=2)=[CH:22][C:21]([CH2:25][N:26]2[CH2:31][CH2:30][CH2:29][CH2:28][CH2:27]2)=[CH:20][CH:19]=3)=[C:12]2[C:8]=1[CH2:9][NH:10][C:11]2=[O:39])(=O)=O.B1(C=C)OB([CH:48]=[CH2:49])OB(C=C)O1.C1C=CN=CC=1.C(=O)([O-])[O-].[K+].[K+].O>C(COC)OC>[CH:48]([C:7]1[CH:15]=[CH:14][C:13]([C:16]2[N:17]([C:32]([O:34][C:35]([CH3:36])([CH3:37])[CH3:38])=[O:33])[C:18]3[C:23]([CH:24]=2)=[CH:22][C:21]([CH2:25][N:26]2[CH2:27][CH2:28][CH2:29][CH2:30][CH2:31]2)=[CH:20][CH:19]=3)=[C:12]2[C:8]=1[CH2:9][NH:10][C:11]2=[O:39])=[CH2:49] |f:1.2,3.4.5|. Procedure details: In a similar manner to Step 1 of Example 152, 4-trifluoromethanesulfonyloxy-7-[1-(tert-butoxycarbonyl)-5-(piperidinomethyl)indol-2-yl]isoindolinone (60.0 mg, 0.114 mmol) was dissolved in dimethoxyethane (3.0 mL), and the solution was treated with 2,4,6-trivinylcyclotriboroxane-pyridine complex (55.0 mg, 0.228 mmol), [bis(diphenylphosphino)ferrocene]dichloropalladium (7.4 mg, 0.0091 mmol), potassium carbonate (79 mg, 0.57 mmol) and water (0.041 mL), followed by purification by preparative thin-la... Reactants: C=C(C)C(=O)N=C=O, CCOCC, Nc1ccc([N+](=O)[O-])cc1. The product is C=C(C)C(=O)NC(=O)Nc1ccc([N+](=O)[O-])cc1. As a reaction SMILES: [C:11]([C:12](=[CH2:13])[CH3:14])(=[O:15])[N:16]=[C:17]=[O:18].[CH3:19][CH2:20][O:21][CH2:22][CH3:23].[N+:1](=[O:2])([O-:3])[c:4]1[cH:5][cH:6][c:7]([NH2:8])[cH:9][cH:10]1>>[N+:1](=[O:2])([O-:3])[c:4]1[cH:5][cH:6][c:7]([NH:8][C:17]([NH:16][C:11]([C:12](=[CH2:13])[CH3:14])=[O:15])=[O:18])[cH:9][cH:10]1. Reactants: BrB(Br)Br, COc1ccc(C(=O)c2nc3ccc(N4CCC(N(C)C)CC4)cc3[nH]2)cc1-c1cncc2ccccc12, [Cl-], ClCCl, [NH4+]. Yields the product CN(C)C1CCN(c2ccc3nc(C(=O)c4ccc(O)c(-c5cncc6ccccc56)c4)[nH]c3c2)CC1. As a reaction SMILES: [B:39]([Br:40])([Br:41])[Br:42].[CH3:1][N:2]([CH:3]1[CH2:4][CH2:5][N:6]([c:9]2[cH:10][cH:11][c:12]3[c:13]([nH:14][c:15]([C:17](=[O:18])[c:19]4[cH:20][c:21](-[c:27]5[cH:28][n:29][cH:30][c:31]6[cH:32][cH:33][cH:34][cH:35][c:36]56)[c:22]([O:25][CH3:26])[cH:23][cH:24]4)[n:16]3)[cH:37]2)[CH2:7][CH2:8]1)[CH3:38].[Cl-:46].[Cl:43][CH2:44][Cl:45].[NH4+:47]>>[CH3:1][N:2]([CH:3]1[CH2:4][CH2:5][N:6]([c:9]2[cH:10][cH:11][c:12]3[c:13]([nH:14][c:15]([C:17](=[O:18])[c:19]4[cH:20][c:21](-[c:27]5[cH:28][n:29][cH:30][c:31]6[cH:32][cH:33][cH:34][cH:35][c:36]56)[c:22]([OH:25])[cH:23][cH:24]4)[n:16]3)[cH:37]2)[CH2:7][CH2:8]1)[CH3:38]. The reactants are Cl (HCl), [Li]C(C)CC (sec-BuLi), BrC=1C2=CC=CC=C2C=C2C=CC=CC12 (9-bromoanthracene), C(C)(C)OB(OC(C)C)OC(C)C (Triisopropylborate). Run in CO (MeOH), CCOCC (Et2O). Run at time 15 minute. Yields the product C1=CC=CC2=CC3=CC=CC=C3C(=C12)B(O)O (9-anthraceneboronic acid). Isolated yield 94.6%. As a reaction SMILES: [Li]C(CC)C.Br[C:7]1[C:8]2[C:13]([CH:14]=[C:15]3[C:20]=1[CH:19]=[CH:18][CH:17]=[CH:16]3)=[CH:12][CH:11]=[CH:10][CH:9]=2.C([O:24][B:25](OC(C)C)[O:26]C(C)C)(C)C.Cl>CCOCC.CO>[CH:19]1[C:20]2[C:15](=[CH:14][C:13]3[C:8]([C:7]=2[B:25]([OH:26])[OH:24])=[CH:9][CH:10]=[CH:11][CH:12]=3)[CH:16]=[CH:17][CH:18]=1. Reported procedure: sec-BuLi (4.3 mL, 6.0 mmol, 1.4M solution in cyclohexane) was added dropwise to a solution of 9-bromoanthracene (1.29 g, 5.0 mmol) in Et2O (20 mL) at 0° C. under N2. The reaction was held at 0° C. for 15 minutes then warmed to rt and stirred an additional 45 minutes. Triisopropylborate (1.5 mL, 6.5 mmol) was added and the reaction was stirred at rt for 18 h. Concentrated HCl (1.0 mL) and MeOH (1.0 mL) was added and the reaction was stirred for 30 minutes. The layers were separated and the aqueou... Product: FC1=C(C=C(C=C1)F)C1=NC=C(C(=C1)NC1=C2C(=NC=C1)C=NN2)C (N-(2-(2,5-difluorophenyl)-5-methylpyridin-4-yl)-1H-pyrazolo[4,3-b]pyridin-7-amine). The solvent is ClCCl (dichloromethane). Run at temperature 70 celsius. As a reaction SMILES: [F:1][C:2]1[CH:7]=[CH:6][C:5]([F:8])=[CH:4][C:3]=1[C:9]1[CH:14]=[C:13]([NH:15][C:16]2[CH:21]=[CH:20][N:19]=[C:18]3[CH:22]=[N:23][N:24](CC4C=CC(OC)=CC=4)[C:17]=23)[C:12]([CH3:34])=[CH:11][N:10]=1.FC1C=CC(F)=CC=1C1C=C(NC2C3C(=CN(CC4C=CC(OC)=CC=4)N=3)N=CC=2)C(C)=CN=1.FC(F)(F)C(O)=O.C(=O)(O)[O-].[Na+]>ClCCl>[F:1][C:2]1[CH:7]=[CH:6][C:5]([F:8])=[CH:4][C:3]=1[C:9]1[CH:14]=[C:13]([NH:15][C:16]2[CH:21]=[CH:20][N:19]=[C:18]3[CH:22]=[N:23][NH:24][C:17]=23)[C:12]([CH3:34])=[CH:11][N:10]=1 |f:3.4|. Procedure: N-(2-(2,5-Difluorophenyl)-5-methylpyridin-4-yl)-1-(4-methoxybenzyl)-1H-pyrazolo[4,3-b]pyridin-7-amine and N-(2-(2,5-difluorophenyl)-5-methylpyridin-4-yl)-2-(4-methoxybenzyl)-2H-pyrazolo[4,3-b]pyridin-7-amine and trifluoroacetic acid (35.0 mL) were combined and heated at 70° C. for 3 hours. The reaction was then cooled and concentrated to give a residue which was dissolved in dichloromethane (75 mL) and added with stirring to a saturated sodium bicarbonate solution (50 mL) to give a solid. The so... The reactants are FC1=C(C=C(C=C1)F)C1=NC=C(C(=C1)NC1=C2C(=NC=C1)C=NN2CC2=CC=C(C=C2)OC)C (N-(2-(2,5-Difluorophenyl)-5-methylpyridin-4-yl)-1-(4-methoxybenzyl)-1H-pyrazolo[4,3-b]pyridin-7-amine), C([O-])(O)=O.[Na+] (sodium bicarbonate), FC1=C(C=C(C=C1)F)C1=NC=C(C(=C1)NC=1C=2C(N=CC1)=CN(N2)CC2=CC=C(C=C2)OC)C (N-(2-(2,5-difluorophenyl)-5-methylpyridin-4-yl)-2-(4-methoxybenzyl)-2H-pyrazolo[4,3-b]pyridin-7-amine), FC(C(=O)O)(F)F (trifluoroacetic acid). The reactants are CCO, Cl, O=C(c1ccc(-c2ccc([N+](=O)[O-])cc2)cc1)N1CCCC1CN1CCCC1. Yields the product Nc1ccc(-c2ccc(C(=O)N3CCCC3CN3CCCC3)cc2)cc1. As a reaction SMILES: [CH3:30][CH2:31][OH:32].[ClH:29].[N+:1]([O-:2])(=[O:3])[c:4]1[cH:5][cH:6][c:7](-[c:10]2[cH:11][cH:12][c:13]([C:16](=[O:17])[N:18]3[CH:19]([CH2:23][N:24]4[CH2:25][CH2:26][CH2:27][CH2:28]4)[CH2:20][CH2:21][CH2:22]3)[cH:14][cH:15]2)[cH:8][cH:9]1>>[NH2:1][c:4]1[cH:5][cH:6][c:7](-[c:10]2[cH:11][cH:12][c:13]([C:16](=[O:17])[N:18]3[CH:19]([CH2:23][N:24]4[CH2:25][CH2:26][CH2:27][CH2:28]4)[CH2:20][CH2:21][CH2:22]3)[cH:14][cH:15]2)[cH:8][cH:9]1. Procedure details: To a flask equipped with stirrer and condenser are charged: 156.0 g (0.8 mole of ethyl-3-iminopropionate hydrochloride. 103.0 g (0.6 mole 2- chloro-5-nitroaniline, and 500 ml reagent grade methanol (anhydrous). The resulting mixture is stirred at room temperature (ca. 20° C.) for 20 hours, whereupon it is heated to reflux for one hour while being concentrated to a pot temperature of 100° C. while distilling off methanol at atmospheric pressure, cooled to room temperature, and ammonium chloride f... Reaction conditions: temperature 20 celsius, time 20 hour. Starting materials: Cl.C(C)OC(CC=N)=O (ethyl-3-iminopropionate hydrochloride), CO (methanol), ClC1=C(N)C=C(C=C1)[N+](=O)[O-] (2- chloro-5-nitroaniline), reagent. Yields the product COC(CC(=O)OCC)=NC1=C(C=CC(=C1)[N+](=O)[O-])Cl (Ethyl β-methoxy-β-(2-chloro-5-nitrophenylimino)propionate). As a reaction SMILES: Cl.[CH2:2]([O:4][C:5](=[O:9])[CH2:6][CH:7]=[NH:8])[CH3:3].[Cl:10][C:11]1[CH:17]=[CH:16][C:15]([N+:18]([O-:20])=[O:19])=[CH:14][C:12]=1N.[CH3:21][OH:22]>>[CH3:21][O:22][C:7](=[N:8][C:12]1[CH:14]=[C:15]([N+:18]([O-:20])=[O:19])[CH:16]=[CH:17][C:11]=1[Cl:10])[CH2:6][C:5]([O:4][CH2:2][CH3:3])=[O:9] |f:0.1|.